This data is from the Open Reaction Database (ORD), a public repository of structured organic reaction records. The task is: describe an organic reaction: reactants, conditions, products, and yield The reactants are [BH4-].[Na+] (sodium borohydride), [N+](=O)([O-])C1=CC2=C(CCC(CC2=O)NC)C=C1 (3-nitro-7-methylamino-6,7,8,9-tetrahydro [5H] benzocycloheptene-5-one), 2-1, ether-ethyl acetate. The solvent is O (water), C(C)O (ethanol). Reaction conditions: time 1 hour. Product: [N+](=O)([O-])C1=CC2=C(CCC(CC2O)NC)C=C1 (3-nitro-7-methylamino-6,7,8,9-tetrahydro [5H] benzocycloheptene-5-ol). Yield: 75.4%. As a reaction SMILES: [BH4-].[Na+].[N+:3]([C:6]1[CH:19]=[CH:18][C:9]2[CH2:10][CH2:11][CH:12]([NH:16][CH3:17])[CH2:13][C:14](=[O:15])[C:8]=2[CH:7]=1)([O-:5])=[O:4]>O.C(O)C>[N+:3]([C:6]1[CH:19]=[CH:18][C:9]2[CH2:10][CH2:11][CH:12]([NH:16][CH3:17])[CH2:13][CH:14]([OH:15])[C:8]=2[CH:7]=1)([O-:5])=[O:4] |f:0.1|. Procedure details: A solution of 125 g of sodium borohydride in 625 ml of water at 10° C. was added to a solution of 125 g of the product of Step C in 2 liters of ethanol kept at 25°-30° C. and the mixture was stirred for one hour and let stand for 12 hours. The mixture was concentrated to 0.5 liters and 0.5 liters of water was added thereto. The mixture was extracted 4 times with 250 ml of methylene chloride and the combined organic extracts were extracted 3 times with 200 ml of 2 N hydrochloric acid. The aqueous... Reactants: O=C([O-])O, CCOC(=O)CCn1ncc2cc(C#N)ccc21, CCO, Cl, NO, [Na+]. Product: CCOC(=O)CCn1ncc2cc(C(=N)NO)ccc21. RXN SMILES: [C:19](=[O:20])([OH:21])[O-:22].[C:1](#[N:2])[c:3]1[cH:4][c:5]2[cH:6][n:7][n:8]([CH2:12][CH2:13][C:14](=[O:15])[O:16][CH2:17][CH3:18])[c:9]2[cH:10][cH:11]1.[CH3:27][CH2:28][OH:29].[ClH:24].[NH2:25][OH:26].[Na+:23]>>[C:1](=[NH:2])([c:3]1[cH:4][c:5]2[cH:6][n:7][n:8]([CH2:12][CH2:13][C:14](=[O:15])[O:16][CH2:17][CH3:18])[c:9]2[cH:10][cH:11]1)[NH:25][OH:26]. The reactants are BrC1=CC=2C=3N(C(N(C2S1)CC1=CC=C(C=C1)OC)=O)N=CN3 (8-bromo-6-(4-methoxybenzyl)thieno[3,2-e][1,2,4]triazolo[1,5-c]pyrimidin-5(6H)-one), CN1N=C(C=C1[Sn](CCCC)(CCCC)CCCC)C(F)(F)F (1-methyl-5-(tributylstannyl)-3-(trifluoromethyl)-1H-pyrazole). Solvent: C1(=CC=CC=C1)C (toluene). Reaction conditions: temperature 100 celsius. Product: COC1=CC=C(CN2C(N3C(C4=C2SC(=C4)C=C)=NC=N3)=O)C=C1 (6-(4-methoxybenzyl)-8-vinylthieno[3,2-e][1,2,4]triazolo[1,5-c]pyrimidin-5(6H)-one). RXN SMILES: Br[C:2]1[S:10][C:9]2[N:8]([CH2:11][C:12]3[CH:17]=[CH:16][C:15]([O:18][CH3:19])=[CH:14][CH:13]=3)[C:7](=[O:20])[N:6]3[N:21]=[CH:22][N:23]=[C:5]3[C:4]=2[CH:3]=1.CN1C([Sn](CCCC)(CCCC)CCCC)=[CH:28][C:27](C(F)(F)F)=N1>C1(C)C=CC=CC=1>[CH3:19][O:18][C:15]1[CH:16]=[CH:17][C:12]([CH2:11][N:8]2[C:9]3[S:10][C:2]([CH:27]=[CH2:28])=[CH:3][C:4]=3[C:5]3=[N:23][CH:22]=[N:21][N:6]3[C:7]2=[O:20])=[CH:13][CH:14]=1. Procedure: To a mixture of 8-bromo-6-(4-methoxybenzyl)thieno[3,2-e][1,2,4]triazolo[1,5-c]pyrimidin-5(6H)-one (80 mg, 0.20 mmol) in toluene (2 ml) was added 1-methyl-5-(tributylstannyl)-3-(trifluoromethyl)-1H-pyrazole (135 mg, 0.31 mmol). The resulting mixture was heated to 100° C. for 16 hours and cooled to room temperature. It was filtered through a pad of celite with DCM washing. The resulting filtrate was concentrated under reduced pressure, diluted in methanol, filtered and purified directly via revers... Reactants: CC(C)C[Al+]CC(C)C, Cc1ccccc1, O=C1Cc2cc(Cl)c(N3CCCCC3)cc2O1, [H-], C1CCOC1, O, O=S(=O)(O)O. Yields the product OC1Cc2cc(Cl)c(N3CCCCC3)cc2O1. RXN SMILES: [CH2:19]([Al+:20][CH2:21][CH:22]([CH3:23])[CH3:24])[CH:25]([CH3:26])[CH3:27].[CH3:38][c:39]1[cH:40][cH:41][cH:42][cH:43][cH:44]1.[Cl:1][c:2]1[c:3]([N:12]2[CH2:13][CH2:14][CH2:15][CH2:16][CH2:17]2)[cH:4][c:5]2[c:6]([cH:11]1)[CH2:7][C:8](=[O:10])[O:9]2.[H-:18].[O:33]1[CH2:34][CH2:35][CH2:36][CH2:37]1.[OH2:45].[S:28](=[O:29])(=[O:30])([OH:31])[OH:32]>>[Cl:1][c:2]1[c:3]([N:12]2[CH2:13][CH2:14][CH2:15][CH2:16][CH2:17]2)[cH:4][c:5]2[c:6]([cH:11]1)[CH2:7][CH:8]([OH:10])[O:9]2. Reactants: C(C1=CC=CC=C1)N1N=C(C=CC1=O)C=1C=2N(C(=CC1)OC)N=C(C2C(=O)OC)C(C)C (2-benzyl-6-(7-methoxy-3-methoxycarbonyl-2-isopropyl-pyrazolo[1,5-a]pyridine-4-yl)-3-(2H)-pyridazinone), [OH-].[Li+] (lithium hydroxide), Cl (hydrochloric acid). Solvent: O (water), C1CCOC1 (THF), CO (methanol), O (water). Product: C(C1=CC=CC=C1)N1N=C(C=CC1=O)C=1C=2N(C(=CC1)OC)N=C(C2C(=O)O)C(C)C (2-benzyl-6-(3-carboxy-7-methoxy-2-isopropyl-pyrazolo[1,5-a]pyridine-4-yl)-3-(2H)-pyridazinone). Isolated yield 49.6%. Reaction SMILES: [CH2:1]([N:8]1[C:13](=[O:14])[CH:12]=[CH:11][C:10]([C:15]2[C:16]3[N:17]([N:23]=[C:24]([CH:30]([CH3:32])[CH3:31])[C:25]=3[C:26]([O:28]C)=[O:27])[C:18]([O:21][CH3:22])=[CH:19][CH:20]=2)=[N:9]1)[C:2]1[CH:7]=[CH:6][CH:5]=[CH:4][CH:3]=1.[OH-].[Li+].Cl>C1COCC1.O.CO>[CH2:1]([N:8]1[C:13](=[O:14])[CH:12]=[CH:11][C:10]([C:15]2[C:16]3[N:17]([N:23]=[C:24]([CH:30]([CH3:32])[CH3:31])[C:25]=3[C:26]([OH:28])=[O:27])[C:18]([O:21][CH3:22])=[CH:19][CH:20]=2)=[N:9]1)[C:2]1[CH:3]=[CH:4][CH:5]=[CH:6][CH:7]=1 |f:1.2|. Reported procedure: A solution of the compound of Example 266 (250 mg) and lithium hydroxide (140 mg) in a mixture of THF, water and methanol (6 mL, THF:water:methanol=3:2:1) was refluxed for 18 hours. Subsequently, water was added, followed by addition of 2 mol/L hydrochloric acid to adjust the pH to 4. The mixture was extracted with ethyl acetate and the organic layer was washed with saturated brine and dried over magnesium sulfate. The solvent was concentrated and the residue was purified by silica gel column ch... The reactants are ClC=1N=NC(=CC1)C1=CC=C(C=C1)C(F)(F)F (3-chloro-6-(α,α, α-trifluoro-p-tolyl)pyridazine), C(CCC)(=O)NN (butyric acid hydrazide). The solvent is C(CCC)O (n-butanol). Yields the product C(CC)C1=NN=C2N1N=C(C=C2)C2=CC=C(C=C2)C(F)(F)F (3-propyl-6-(α,α,α-trifluoro-p-tolyl)-1,2,4-triazolo-[4,3-b]pyridazine). RXN SMILES: Cl[C:2]1[N:3]=[N:4][C:5]([C:8]2[CH:13]=[CH:12][C:11]([C:14]([F:17])([F:16])[F:15])=[CH:10][CH:9]=2)=[CH:6][CH:7]=1.[C:18]([NH:23][NH2:24])(=O)[CH2:19][CH2:20][CH3:21]>C(O)CCC>[CH2:19]([C:18]1[N:3]2[N:4]=[C:5]([C:8]3[CH:13]=[CH:12][C:11]([C:14]([F:17])([F:16])[F:15])=[CH:10][CH:9]=3)[CH:6]=[CH:7][C:2]2=[N:24][N:23]=1)[CH2:20][CH3:21]. Procedure details: A mixture of 5.0 g of 3-chloro-6-(α,α, α-trifluoro-p-tolyl)pyridazine, 3.94 g. of butyric acid hydrazide and 100 ml. of n-butanol is refluxed for 48 hr. The solvent is removed under vacuum and the residue dissolved in chloroform. The solution is passed through a column of hydrous magnesium silicate and the eluent concentrated to give 3.2 g. of product Recrystallization from CHCl3 -hexane gives crystals, m.p. 173°-175° C.